From a dataset of the Open Reaction Database (ORD), a public repository of structured organic reaction records. describe an organic reaction: reactants, conditions, products, and yield Reactants: BrCC(=O)N(C)C1=CC=C(OCC(=O)N[C@@H](CC(N)=O)C(=O)N[C@H]([C@@H](C(=O)N2[C@H](C(=O)NC(C)(C)C)CCC2)O)CC2=CC=CC=C2)C=C1 (1-[(2S,3S)-3-{N2 -[4-(N-Bromoacetyl-N-methylamino)phenoxy]acetyl-L-asparaginyl}amino-2-hydroxy-4-phenylbutyryl]-N-t-butyl-L-prolinamide), CNC (dimethylamine). Yield: 97.5%. Procedure details: Following a procedure similar to that described in Example 38, but using 100 mg (0.13 mmol) of 1-[(2S,3S)-3-{N2 -[4-(N-bromoacetyl-N-methylamino)phenoxy]acetyl-L-asparaginyl}amino-2-hydroxy-4-phenylbutyryl]-N-t-butyl-L-prolinamide (prepared as described in Example 30) and 0.12 ml (1.3 mmol) of dimethylamine, 90 mg of the title compound were obtained as a colorless powder, melting at 129°-135° C. Product: CN(C)CC(=O)N(C)C1=CC=C(OCC(=O)N[C@@H](CC(N)=O)C(=O)N[C@H]([C@@H](C(=O)N2[C@H](C(=O)NC(C)(C)C)CCC2)O)CC2=CC=CC=C2)C=C1 (1-{(2S,3S)-3-[N2 -{4-[N-(N,N-Dimethylaminoacetyl)-N-methylamino]phenoxy}acetyl-L-asparaginyl]amino-2-hydroxy-4-phenylbutyryl}-N-t-butyl-L-prolinamide). Reaction SMILES: Br[CH2:2][C:3]([N:5]([C:7]1[CH:49]=[CH:48][C:10]([O:11][CH2:12][C:13]([NH:15][C@H:16]([C:21]([NH:23][C@@H:24]([CH2:41][C:42]2[CH:47]=[CH:46][CH:45]=[CH:44][CH:43]=2)[C@H:25]([OH:40])[C:26]([N:28]2[CH2:39][CH2:38][CH2:37][C@H:29]2[C:30]([NH:32][C:33]([CH3:36])([CH3:35])[CH3:34])=[O:31])=[O:27])=[O:22])[CH2:17][C:18](=[O:20])[NH2:19])=[O:14])=[CH:9][CH:8]=1)[CH3:6])=[O:4].[CH3:50][NH:51][CH3:52]>>[CH3:50][N:51]([CH2:2][C:3]([N:5]([C:7]1[CH:49]=[CH:48][C:10]([O:11][CH2:12][C:13]([NH:15][C@H:16]([C:21]([NH:23][C@@H:24]([CH2:41][C:42]2[CH:47]=[CH:46][CH:45]=[CH:44][CH:43]=2)[C@H:25]([OH:40])[C:26]([N:28]2[CH2:39][CH2:38][CH2:37][C@H:29]2[C:30]([NH:32][C:33]([CH3:36])([CH3:35])[CH3:34])=[O:31])=[O:27])=[O:22])[CH2:17][C:18](=[O:20])[NH2:19])=[O:14])=[CH:9][CH:8]=1)[CH3:6])=[O:4])[CH3:52]. Reactants: FC1=CC=C(C=C1)C1=NC2=CC=C(C=C2N=C1N1CCCC2=CC=C(C=C12)OC)C(=O)OC (methyl 2-(4-fluorophenyl)-3-(7-methoxy-1,2,3,4-tetrahydroquinolin-1-yl)quinoxaline-6-carboxylate), [OH-].[Na+] (sodium hydroxide), CC(=O)O (AcOH). Solvent: CO (methanol), O (water), O (water). Reaction conditions: time 2 day. The product is FC1=CC=C(C=C1)C1=NC2=CC=C(C=C2N=C1N1CCCC2=CC=C(C=C12)OC)C(=O)O (2-(4-fluorophenyl)-3-(7-methoxy-1,2,3,4-tetrahydroquinolin-1-yl)quinoxaline-6-carboxylic acid). Yield: 68.7%. RXN SMILES: [F:1][C:2]1[CH:7]=[CH:6][C:5]([C:8]2[C:17]([N:18]3[C:27]4[C:22](=[CH:23][CH:24]=[C:25]([O:28][CH3:29])[CH:26]=4)[CH2:21][CH2:20][CH2:19]3)=[N:16][C:15]3[C:10](=[CH:11][CH:12]=[C:13]([C:30]([O:32]C)=[O:31])[CH:14]=3)[N:9]=2)=[CH:4][CH:3]=1.[OH-].[Na+].CC(O)=O>CO.O>[F:1][C:2]1[CH:7]=[CH:6][C:5]([C:8]2[C:17]([N:18]3[C:27]4[C:22](=[CH:23][CH:24]=[C:25]([O:28][CH3:29])[CH:26]=4)[CH2:21][CH2:20][CH2:19]3)=[N:16][C:15]3[C:10](=[CH:11][CH:12]=[C:13]([C:30]([OH:32])=[O:31])[CH:14]=3)[N:9]=2)=[CH:4][CH:3]=1 |f:1.2|. Procedure: To a solution of methyl 2-(4-fluorophenyl)-3-(7-methoxy-1,2,3,4-tetrahydroquinolin-1-yl)quinoxaline-6-carboxylate (88 mg, 0.20 mmol) in methanol (30 ml) was added sodium hydroxide (32 mg, 0.80 mmol) and water (2 ml). The reaction was stirred for 2 days at room temperature. The resulting solution was diluted with water (15 ml), adjusted to pH 5 with AcOH, extracted with ethyl acetate (2×20 ml) and the organic layers were combined and concentrated in vacuo to afford 2-(4-fluorophenyl)-3-(7-methoxy... As a reaction SMILES: [NH2:1][C:2]1[CH:7]=[CH:6][C:5]([C:8]([N:10]2[CH2:15][CH2:14][N:13]([CH2:16][C:17]3[CH:22]=[CH:21][C:20]([C:23]([OH:32])([C:28]([F:31])([F:30])[F:29])[C:24]([F:27])([F:26])[F:25])=[CH:19][CH:18]=3)[CH2:12][CH2:11]2)=[O:9])=[CH:4][C:3]=1[O:33][CH3:34].[N:35]1[CH:40]=[CH:39][C:38]([NH:41][C:42](=O)[O:43]C2C=CC=CC=2)=[CH:37][CH:36]=1>O1CCOCC1>[F:30][C:28]([F:31])([F:29])[C:23]([C:20]1[CH:21]=[CH:22][C:17]([CH2:16][N:13]2[CH2:12][CH2:11][N:10]([C:8]([C:5]3[CH:6]=[CH:7][C:2]([NH:1][C:42]([NH:41][C:38]4[CH:39]=[CH:40][N:35]=[CH:36][CH:37]=4)=[O:43])=[C:3]([O:33][CH3:34])[CH:4]=3)=[O:9])[CH2:15][CH2:14]2)=[CH:18][CH:19]=1)([OH:32])[C:24]([F:25])([F:26])[F:27]. The product is FC(C(C(F)(F)F)(O)C1=CC=C(CN2CCN(CC2)C(=O)C2=CC(=C(C=C2)NC(=O)NC2=CC=NC=C2)OC)C=C1)(F)F (1-(4-(4-(4-(1,1,1,3,3,3-Hexafluoro-2-hydroxypropan-2-yl)benzyl)piperazine-1-carbonyl)-2-methoxyphenyl)-3-(pyridin-4-yl)urea). Run at temperature 80 celsius. Procedure: (4-Amino-3-methoxyphenyl)(4-(4-(1,1,1,3,3,3-hexafluoro-2-hydroxypropan-2-yl)benzyl)piperazin-1-yl)methanone (0.407 mmol, 200 mg) and phenyl pyridin-4-ylcarbamate (0.610 mmol, 131 mg) were combined in dioxane (2 mL) and heated to 80° C. overnight in a reactivial. The reaction mixture was concentrated under vacuum and the residue was purified by column chromatography (dichloromethane—4% methanol/dichloromethane) to afford title compound (12.2 mg). MS (ESI) m/z 612.3 [M+H]+ Reactants: NC1=C(C=C(C=C1)C(=O)N1CCN(CC1)CC1=CC=C(C=C1)C(C(F)(F)F)(C(F)(F)F)O)OC ((4-Amino-3-methoxyphenyl)(4-(4-(1,1,1,3,3,3-hexafluoro-2-hydroxypropan-2-yl)benzyl)piperazin-1-yl)methanone), N1=CC=C(C=C1)NC(OC1=CC=CC=C1)=O (phenyl pyridin-4-ylcarbamate). Solvent: O1CCOCC1 (dioxane). The yield is 4.9%. Starting materials: O=C([O-])[O-], CN(C)C=O, ClCc1cn(C(c2ccccc2)(c2ccccc2)c2ccccc2)cn1, [K+], [K+], O=Cc1ccc(O)cc1. Product: O=Cc1ccc(OCc2cn(C(c3ccccc3)(c3ccccc3)c3ccccc3)cn2)cc1. Reaction SMILES: [C:36](=[O:37])([O-:38])[O-:39].[CH3:42][N:43]([CH3:44])[CH:45]=[O:46].[Cl:10][CH2:11][c:12]1[n:13][cH:14][n:15]([C:17]([c:18]2[cH:19][cH:20][cH:21][cH:22][cH:23]2)([c:24]2[cH:25][cH:26][cH:27][cH:28][cH:29]2)[c:30]2[cH:31][cH:32][cH:33][cH:34][cH:35]2)[cH:16]1.[K+:40].[K+:41].[OH:1][c:2]1[cH:3][cH:4][c:5]([CH:6]=[O:7])[cH:8][cH:9]1>>[O:1]([c:2]1[cH:3][cH:4][c:5]([CH:6]=[O:7])[cH:8][cH:9]1)[CH2:11][c:12]1[n:13][cH:14][n:15]([C:17]([c:18]2[cH:19][cH:20][cH:21][cH:22][cH:23]2)([c:24]2[cH:25][cH:26][cH:27][cH:28][cH:29]2)[c:30]2[cH:31][cH:32][cH:33][cH:34][cH:35]2)[cH:16]1. Procedure details: Compound 34 has identical NMR as Compound 29, but has an (−) optical rotation. Compound 34 was obtained from chiral HPLC separation (Chiralpak IA 30% MeOH, CO2 at 100 barr) of Compound 29 above: and collect the first eluting peak (−) enantiomer: [α]=−121° (c 0.69 in CHCl3). 1H NMR (300 MHz, CDCl3) δ 8.62-8.61 (m, 1H), 8.50 (d, J=9.9 Hz, 1H), 8.12 (dd, J=8.4, 0.6 Hz, 1H), 8.04-8.00 (m, 1H), 7.18 (d, J=9.0 Hz, 2H), 6.78 (d, J=8.0 Hz, 2H), 6.28 (t, J=9.6 Hz, 1H), 4.55 (d, J=9.6 Hz, 1H). RXN SMILES: [Br:1][C:2]1[CH:3]=[CH:4][C:5]([C:8]([NH:10][CH:11]([NH:16][C:17]2[CH:22]=[CH:21][C:20]([Cl:23])=[CH:19][CH:18]=2)[C:12]([Cl:15])([Cl:14])[Cl:13])=[O:9])=[N:6][CH:7]=1.C[OH:25]>>[C:8](=[O:9])=[O:25].[Br:1][C:2]1[CH:3]=[CH:4][C:5]([C:8]([NH:10][CH:11]([NH:16][C:17]2[CH:22]=[CH:21][C:20]([Cl:23])=[CH:19][CH:18]=2)[C:12]([Cl:14])([Cl:13])[Cl:15])=[O:9])=[N:6][CH:7]=1. Starting materials: CO (MeOH), BrC=1C=CC(=NC1)C(=O)NC(C(Cl)(Cl)Cl)NC1=CC=C(C=C1)Cl ((−)-5-bromo-N-(2,2,2-trichloro-1-(4-chlorophenylamino)ethyl)picolinamide). Yields the product C(=O)=O (CO2), BrC=1C=CC(=NC1)C(=O)NC(C(Cl)(Cl)Cl)NC1=CC=C(C=C1)Cl (5-bromo-N-(2,2,2-trichloro-1-(4-chlorophenylamino)ethyl)picolinamide). The reactants are ClC1=C(C(=NC(=N1)S(=O)(=O)C)N[C@@H](C)C(F)(F)F)C1=C(C=C(C=C1F)F)F ([6-chloro-2-methanesulfonyl-5-(2,4,6-trifluorophenyl)pyrimidin-4-yl]-((S)-1-trifluoromethylethyl)amine), O.NN (hydrazine hydrate). The product is ClC1=C(C(=NC(=N1)NN)N[C@@H](C)C(F)(F)F)C1=C(C=C(C=C1F)F)F ([6-chloro-2-hydrazino-5-(2,4,6-trifluorophenyl)pyrimidin-4-yl]-((S)-1-trifluoromethylethyl)amine). RXN SMILES: [Cl:1][C:2]1[N:7]=[C:6](S(C)(=O)=O)[N:5]=[C:4]([NH:12][C@H:13]([C:15]([F:18])([F:17])[F:16])[CH3:14])[C:3]=1[C:19]1[C:24]([F:25])=[CH:23][C:22]([F:26])=[CH:21][C:20]=1[F:27].O.[NH2:29][NH2:30]>>[Cl:1][C:2]1[N:7]=[C:6]([NH:29][NH2:30])[N:5]=[C:4]([NH:12][C@H:13]([C:15]([F:18])([F:17])[F:16])[CH3:14])[C:3]=1[C:19]1[C:24]([F:25])=[CH:23][C:22]([F:26])=[CH:21][C:20]=1[F:27] |f:1.2|. Procedure details: An ethanolic solution of 0.5 g (1.15 mmol) of sulfone 1 and 0.13 g (2.54 mmol) of hydrazine hydrate was stirred at 20-25° C. for 2 hours. The solvent was distilled off and the residue was digested with diisopropyl ether, and the residue was then filtered off and washed with diisopropyl ether/hexane 1:1. The reactants are COc1cc(C)c2c(c1C)C(SC)C(=O)N2, ClCCl, O, O, c1ccc(P(c2ccccc2)c2ccccc2)cc1, Cc1ccccc1S(=O)(=O)O. Yields the product COc1cc(C)c2c(c1C)CC(=O)N2. Reaction SMILES: [CH3:1][c:2]1[c:3]2[c:7]([c:8]([CH3:13])[cH:9][c:10]1[O:11][CH3:12])[NH:6][C:5](=[O:14])[CH:4]2[S:15][CH3:16].[Cl:49][CH2:50][Cl:51].[OH2:36].[OH2:48].[c:17]1([P:18]([c:19]2[cH:20][cH:21][cH:22][cH:23][cH:24]2)[c:25]2[cH:26][cH:27][cH:28][cH:29][cH:30]2)[cH:31][cH:32][cH:33][cH:34][cH:35]1.[c:37]1([CH3:38])[c:39]([S:40]([OH:41])(=[O:42])=[O:43])[cH:44][cH:45][cH:46][cH:47]1>>[CH3:1][c:2]1[c:3]2[c:7]([c:8]([CH3:13])[cH:9][c:10]1[O:11][CH3:12])[NH:6][C:5](=[O:14])[CH2:4]2. The reactants are COC(=O)c1ccc(C=CC(=O)OC(C)(C)C)cc1, Cl, C1COCCO1. The product is COC(=O)c1ccc(C=CC(=O)O)cc1. As a reaction SMILES: [CH3:1][O:2][C:3]([c:4]1[cH:5][cH:6][c:7]([CH:10]=[CH:11][C:12](=[O:13])[O:14][C:15]([CH3:16])([CH3:17])[CH3:18])[cH:8][cH:9]1)=[O:19].[ClH:20].[O:21]1[CH2:22][CH2:23][O:24][CH2:25][CH2:26]1>>[CH3:1][O:2][C:3]([c:4]1[cH:5][cH:6][c:7]([CH:10]=[CH:11][C:12](=[O:13])[OH:14])[cH:8][cH:9]1)=[O:19]. The reactants are CCCC1CCC(C2CC=C(CCc3ccc(-c4ccc(OCC)c(F)c4F)c(F)c3F)OC2)CC1, Cc1ccccc1, CC(C)O. Yields the product CCCC1CCC(C2CCC(CCc3ccc(-c4ccc(OCC)c(F)c4F)c(F)c3F)OC2)CC1. RXN SMILES: [CH2:1]([CH3:2])[O:3][c:4]1[c:5]([F:36])[c:6]([F:35])[c:7](-[c:10]2[c:11]([F:34])[c:12]([F:33])[c:13]([CH2:16][CH2:17][C:18]3=[CH:19][CH2:20][CH:21]([CH:24]4[CH2:25][CH2:26][CH:27]([CH2:30][CH2:31][CH3:32])[CH2:28][CH2:29]4)[CH2:22][O:23]3)[cH:14][cH:15]2)[cH:8][cH:9]1.[CH3:37][c:38]1[cH:39][cH:40][cH:41][cH:42][cH:43]1.[CH:44]([OH:45])([CH3:46])[CH3:47]>>[CH2:1]([CH3:2])[O:3][c:4]1[c:5]([F:36])[c:6]([F:35])[c:7](-[c:10]2[c:11]([F:34])[c:12]([F:33])[c:13]([CH2:16][CH2:17][CH:18]3[CH2:19][CH2:20][CH:21]([CH:24]4[CH2:25][CH2:26][CH:27]([CH2:30][CH2:31][CH3:32])[CH2:28][CH2:29]4)[CH2:22][O:23]3)[cH:14][cH:15]2)[cH:8][cH:9]1. Starting materials: C1(=CCCCC1)C(C)=O (cyclohexenyl-ethanone), CON (methoxyamine). Solvent: C(C)(=O)O (acetic acid). Run at temperature 24 celsius, time 48 hour. The product is CON=C(C)C1=CCCCC1 (cyclohexenyl-ethanone O-methyl-oxime). As a reaction SMILES: [C:1]1([C:7](=O)[CH3:8])[CH2:6][CH2:5][CH2:4][CH2:3][CH:2]=1.[CH3:10][O:11][NH2:12]>C(O)(=O)C>[CH3:10][O:11][N:12]=[C:7]([C:1]1[CH2:6][CH2:5][CH2:4][CH2:3][CH:2]=1)[CH3:8]. Procedure: To a stirred solution of a cyclohexenyl-ethanone (0.06 mmol), in acetic acid (500 μl) was added methoxyamine (4.7 mg). The reaction mixture was stirred at 24° C. for 48 h under nitrogen to obtain the cyclohexenyl-ethanone O-methyl-oxime.